From a dataset of the Open Reaction Database (ORD), a public repository of structured organic reaction records. describe an organic reaction: reactants, conditions, products, and yield The reactants are 4-(2-oxo-3-(2-(Tetrahydro-2H-pyran-4-yl)ethyl)-2,3-dihydro-1H-imidazol-[4,5-b]pyrazin-5-yl)benzamide, BrC1=CN=C2C(=N1)N(C(N2)=O)CCC2CCOCC2 (6-Bromo-1-(2-(tetrahydro-2H-pyran-4-yl)ethyl)-1H-imidazo[4,5-b]pyrazin-2(3H)-one), B(C1=CC=C(C=C1)C(=O)N)(O)O (4-carboxamide-phenylboronic acid), ClCCl (dichloromethane), P(=O)([O-])([O-])[O-].[K+].[K+].[K+] (potassium phosphate). The solvent is CN(C=O)C (dimethylformamide), O (water). Yields the product O=C1N(C=2C(=NC=C(N2)C2=CC=C(C(=O)N)C=C2)N1)CCC1CCOCC1 (4-(2-OXO-3-(2-(TETRAHYDRO-2H-PYRAN-4-YL)ETHYL)-2,3-DIHYDRO-1H-IMIDAZO[4,5-B]PYRAZIN-5-YL)BENZAMIDE). Yield: 89.0%. Reaction SMILES: Br[C:2]1[N:7]=[C:6]2[N:8]([CH2:12][CH2:13][CH:14]3[CH2:19][CH2:18][O:17][CH2:16][CH2:15]3)[C:9](=[O:11])[NH:10][C:5]2=[N:4][CH:3]=1.B(O)(O)[C:21]1[CH:26]=[CH:25][C:24]([C:27]([NH2:29])=[O:28])=[CH:23][CH:22]=1.ClCCl.P([O-])([O-])([O-])=O.[K+].[K+].[K+]>CN(C)C=O.O>[O:11]=[C:9]1[NH:10][C:5]2=[N:4][CH:3]=[C:2]([C:21]3[CH:26]=[CH:25][C:24]([C:27]([NH2:29])=[O:28])=[CH:23][CH:22]=3)[N:7]=[C:6]2[N:8]1[CH2:12][CH2:13][CH:14]1[CH2:19][CH2:18][O:17][CH2:16][CH2:15]1 |f:3.4.5.6|. Procedure details: 4-(2-oxo-3-(2-(Tetrahydro-2H-pyran-4-yl)ethyl)-2,3-dihydro-1H-imidazol-[4,5-b]pyrazin-5-yl)benzamide. 6-Bromo-1-(2-(tetrahydro-2H-pyran-4-yl)ethyl)-1H-imidazo[4,5-b]pyrazin-2(3H)-one (0.400 g, 1.22 mmol), 4-carboxamide-phenylboronic acid (0.241 g, 1.46 mmol), [1,1′-bis(diphenylphosphino)ferrocene]dichloropalladium(II) complex with dichloromethane (1:1) (0.098 g, 0.12 mmol), potassium phosphate (1.03 g, 4.88 mmol), water (2 ml) and dimethylformamide (7 mL) were reacted according to General Proced... The reactants are N1C=C(C2=CC=CC=C12)CCS (indole-3-ethanethiol), C=1C=CC2=C(C1)C(=CN2)CCO (tryptophol), C(CCC(=O)C)(=O)O (levulinic acid), O=P12OP3(=O)OP(=O)(O1)OP(=O)(O2)O3 (phosphorus pentoxide). The solvent is C1=CC=CC=C1 (benzene). Conditions: time 15 minute. The product is CC1(OCCC2=C1NC1=CC=CC=C21)CCC(=O)O (1-Methyl-1,3,4,9-Tetrahydropyrano[3,4-b]Indole-1-Propionic Acid). As a reaction SMILES: [NH:1]1[C:9]2[C:4](=[CH:5][CH:6]=[CH:7][CH:8]=2)[C:3]([CH2:10][CH2:11]S)=[CH:2]1.C1C=CC2NC=C(CCO)C=2C=1.[C:25]([OH:32])(=[O:31])[CH2:26][CH2:27][C:28]([CH3:30])=[O:29].O=P12OP3(OP(OP(O3)(O1)=O)(=O)O2)=O>C1C=CC=CC=1>[CH3:30][C:28]1([CH2:27][CH2:26][C:25]([OH:32])=[O:31])[C:2]2[NH:1][C:9]3[C:4]([C:3]=2[CH2:10][CH2:11][O:29]1)=[CH:5][CH:6]=[CH:7][CH:8]=3. Procedure: A mixture of the starting material of formula II, tryptophol (500 mg.), levulinic acid (580 mg.), 75 ml. of benzene, 1.7 g. of phosphorus pentoxide and about 0.5 g. of diatomaceous earth (Celite) is stirred magnetically at room temperature for 15 minutes and then at 70° C. for 11/2 hr. The reaction mixture is filtered. The filtrate is washed three times with 5N NaOH; the combined aqueous phase is washed twice with ether and then rendered acidic with cold 50% HCl. The aqueous phase is extracted w... The reactants are O (water), S1C(=CC=C1)CC(=O)[O-].[K+] (potassium thiolacetate), P(O)(O)=O.C(C)C(C)(C(C1=NN(C=N1)C(C1=CC=CC=C1)(C1=CC=CC=C1)C1=CC=CC=C1)Br)CC (diethyl 3-bromo-3(1-trityl-1,2,4-triazol-3-yl)propane phosphonate). The reagents and catalysts are C1COCCOCCOCCOCCOCCO1 (18-crown-6). Run in O1CCCC1 (tetrahydrofuran). Run at time 2 day. Product: P(O)(O)=O.C(C)C(C)(C(C1=NN(C=N1)C(C1=CC=CC=C1)(C1=CC=CC=C1)C1=CC=CC=C1)SC(C)=O)CC (diethyl 3-acetylthio-3(1-trityl-1,2,4-triazol-3-yl)propane phosphonate). RXN SMILES: [S:1]1C=C[CH:3]=[C:2]1CC([O-])=O.[K+].[PH:11](=[O:14])([OH:13])[OH:12].[CH2:15]([C:17]([CH2:45][CH3:46])([CH:19](Br)[C:20]1[N:24]=[CH:23][N:22]([C:25]([C:38]2[CH:43]=[CH:42][CH:41]=[CH:40][CH:39]=2)([C:32]2[CH:37]=[CH:36][CH:35]=[CH:34][CH:33]=2)[C:26]2[CH:31]=[CH:30][CH:29]=[CH:28][CH:27]=2)[N:21]=1)[CH3:18])[CH3:16].[OH2:47]>O1CCCC1.C1OCCOCCOCCOCCOCCOC1>[PH:11](=[O:12])([OH:14])[OH:13].[CH2:15]([C:17]([CH2:45][CH3:46])([CH:19]([S:1][C:2](=[O:47])[CH3:3])[C:20]1[N:24]=[CH:23][N:22]([C:25]([C:38]2[CH:43]=[CH:42][CH:41]=[CH:40][CH:39]=2)([C:32]2[CH:37]=[CH:36][CH:35]=[CH:34][CH:33]=2)[C:26]2[CH:31]=[CH:30][CH:29]=[CH:28][CH:27]=2)[N:21]=1)[CH3:18])[CH3:16] |f:0.1,2.3,7.8|. Procedure details: A stirred solution of 18-crown-6 (0.04 g) in dry tetrahydrofuran (25 ml) was treated successively with potassium thiolacetate (0.59 g) and diethyl 3-bromo-3(1-trityl-1,2,4-triazol-3-yl)propane phosphonate (1.94 g, prepared as described in Example 29). The mixture was allowed to stand for two days, poured into water and extracted with ethyl acetate. The extracts were washed with brine, dried over magnesium sulphate and evaporated under reduced pressure. The residue was chromatographed on silica, ... The reactants are O (water), [H-].[Na+] (sodium hydride), C(C)(C)(C)N1N=C(C=2C1=NC=C(C2)SC2=CC(=CC(=C2)F)F)N (1-tert-butyl-5-(3,5-difluorophenylthio)-1H-pyrazolo[3,4-b]pyridin-3-amine), N(=C=O)C1=CC=C(C=C1)N1CCN(CC1)C (1-(4-isocyanatophenyl)-4-methylpiperazine). Solvent: CC(=O)N(C)C (dimethylacetamide). Reaction conditions: time 10 minute. Yields the product C(C)(C)(C)N1N=C(C=2C1=NC=C(C2)SC2=CC(=CC(=C2)F)F)NC(=O)NC2=CC=C(C=C2)N2CCN(CC2)C (1-(1-tert-butyl-5-(3,5-difluorophenylthio)-1H-pyrazolo[3,4-b]pyridin-3-yl)-3-(4-(4-methylpiperazin-1-yl)phenyl)urea). Yield: 45.5%. Reaction SMILES: [H-].[Na+].[C:3]([N:7]1[C:11]2=[N:12][CH:13]=[C:14]([S:16][C:17]3[CH:22]=[C:21]([F:23])[CH:20]=[C:19]([F:24])[CH:18]=3)[CH:15]=[C:10]2[C:9]([NH2:25])=[N:8]1)([CH3:6])([CH3:5])[CH3:4].[N:26]([C:29]1[CH:34]=[CH:33][C:32]([N:35]2[CH2:40][CH2:39][N:38]([CH3:41])[CH2:37][CH2:36]2)=[CH:31][CH:30]=1)=[C:27]=[O:28].O>CC(N(C)C)=O>[C:3]([N:7]1[C:11]2=[N:12][CH:13]=[C:14]([S:16][C:17]3[CH:22]=[C:21]([F:23])[CH:20]=[C:19]([F:24])[CH:18]=3)[CH:15]=[C:10]2[C:9]([NH:25][C:27]([NH:26][C:29]2[CH:30]=[CH:31][C:32]([N:35]3[CH2:36][CH2:37][N:38]([CH3:41])[CH2:39][CH2:40]3)=[CH:33][CH:34]=2)=[O:28])=[N:8]1)([CH3:6])([CH3:4])[CH3:5] |f:0.1|. Procedure details: 0.048 g (1.19 mmol) of sodium hydride is added at 0° C. to 0.200 g (0.598 mmol) of 1-tert-butyl-5-(3,5-difluorophenylthio)-1H-pyrazolo[3,4-b]pyridin-3-amine dissolved in 10 ml of anhydrous dimethylacetamide. The reaction is left under stirring for 10 minutes. 0.130 g (0.598 mmol) of 1-(4-isocyanatophenyl)-4-methylpiperazine is then added at 0° C. The mixture is left under stirring for 3 hours at room temperature. The reaction is treated by adding 20 ml of water drop by drop at 0° C. and then is ...